This data is from the Open Reaction Database (ORD), a public repository of structured organic reaction records. The task is: describe an organic reaction: reactants, conditions, products, and yield The reactants are ClC=1N=NC(=CC1)OC (3-chloro-6-methoxypyridazine), N1CCC(C(=O)OCC)CC1 (ethyl isonipecotate), sodium tert.-butylate, O (water). Reagents/catalysts: C=1C=CC(=CC1)P(C=2C=CC=CC2)C3=CC=C4C=CC=CC4=C3C5=C6C=CC=CC6=CC=C5P(C=7C=CC=CC7)C=8C=CC=CC8 (BINAP). The solvent is C1(=CC=CC=C1)C (toluene). Run at temperature 100 celsius. Product: C(C)OC(=O)C1CCN(CC1)C=1N=NC(=CC1)OC (1-(6-Methoxy-pyridazin-3-yl)-piperidine-4-carboxylic acid ethyl ester). The yield is 40.2%. As a reaction SMILES: Cl[C:2]1[N:3]=[N:4][C:5]([O:8][CH3:9])=[CH:6][CH:7]=1.[NH:10]1[CH2:20][CH2:19][CH:13]([C:14]([O:16][CH2:17][CH3:18])=[O:15])[CH2:12][CH2:11]1.O>C1(C)C=CC=CC=1.C1C=CC(P(C2C(C3C(P(C4C=CC=CC=4)C4C=CC=CC=4)=CC=C4C=3C=CC=C4)=C3C(C=CC=C3)=CC=2)C2C=CC=CC=2)=CC=1>[CH2:17]([O:16][C:14]([CH:13]1[CH2:19][CH2:20][N:10]([C:2]2[N:3]=[N:4][C:5]([O:8][CH3:9])=[CH:6][CH:7]=2)[CH2:11][CH2:12]1)=[O:15])[CH3:18]. Reported procedure: A mixture of 4.33 g (30 mmol) 3-chloro-6-methoxypyridazine, 5.66 g (36 mmol) ethyl isonipecotate, 3.46 g (36 mmol) sodium tert.-butylate, 0.56 g (0.9 mmol) BINAP amd 0.55 g (0.5 mmol) Pd2 dba3 in 60 mL toluene was heated to 100° C. for 90 min. After cooling to room temperature water was added and the mixture was extracted with ethyl acetate. The combined organic layers were washed with brine, dried with Na2SO4, filtered and evaporated to dryness. The residue was purified by column chromatography... The reactants are OCC1(COC1)CCC (3-hydroxymethyl-3-n-propyloxetane), N1=CC=CC=C1 (pyridine), C(C(=O)Cl)(=O)Cl (Oxalyl chloride), C(CC#C)O (but-3-yn-1-ol). Solvent: ClCCl (dichloromethane), O (Water), ClCCl (dichloromethane). Conditions: time 30 minute. Yields the product C(C(=O)OCC1(COC1)CCC)(=O)OCCC#C (But-3-ynyl (3-n-propyloxetan-3-yl)methyl oxalate), oil. RXN SMILES: [C:1](Cl)(=[O:5])[C:2](Cl)=[O:3].[CH2:7]([OH:11])[CH2:8][C:9]#[CH:10].[OH:12][CH2:13][C:14]1([CH2:18][CH2:19][CH3:20])[CH2:17][O:16][CH2:15]1.N1C=CC=CC=1>ClCCl.O>[C:1]([O:11][CH2:7][CH2:8][C:9]#[CH:10])(=[O:5])[C:2]([O:12][CH2:13][C:14]1([CH2:18][CH2:19][CH3:20])[CH2:17][O:16][CH2:15]1)=[O:3]. Procedure details: Oxalyl chloride (4.3 ml) was added to a stirred solution of but-3-yn-1-ol (3.5 g) in dry dichloromethane (75 ml), at 0°. The solution was stirred at 0° for 30 minutes and was then added, dropwise to a stirred solution of 3-hydroxymethyl-3-n-propyloxetane (6.4 g) and dry pyridine (30 ml) in dry dichloromethane (75 ml). The mixture was stirred at 20° for 24 hours. Water was added and the aqueous mixture was extracted with diethyl ether. The ethereal extracts were washed with 5% hydrochloric acid s... Reactants: C(=O)(O)[O-].[Na+] (NaHCO3), BrC=1C=C(C=CC1)O (3-bromophenol), C(C)(C)(C)O (t-butanol), S(O)(O)(=O)=O (sulfuric acid). Solvent: C(Cl)(Cl)(Cl)Cl (carbon tetrachloride), O (water). Conditions: time 84 hour. Product: BrC=1C=CC(=C(C1)O)C(C)(C)C (5-Bromo-2-t-butylphenol). As a reaction SMILES: [Br:1][C:2]1[CH:3]=[C:4]([OH:8])[CH:5]=[CH:6][CH:7]=1.[C:9](O)([CH3:12])([CH3:11])[CH3:10].S(=O)(=O)(O)O.C([O-])(O)=O.[Na+]>C(Cl)(Cl)(Cl)Cl.O>[Br:1][C:2]1[CH:7]=[CH:6][C:5]([C:9]([CH3:12])([CH3:11])[CH3:10])=[C:4]([OH:8])[CH:3]=1 |f:3.4|. Procedure details: To a solution of 29.46 g (170.3 mmol) of 3-bromophenol (distilled) and 16.41 g (20.9 ml, 221.3 mmol) of t-butanol in 100 ml of carbon tetrachloride was added 20 ml of conc. sulfuric acid. The clear, colorless solution turned a dark magenta color and became hot. The solution was cooled in water (ambient temperature) and allowed to stir at room temperature for 84 hours. The reaction mixture was neutralized with sat. NaHCO3 solution (pH ~7.0), partitioned between 300 ml of water and 500 ml of dichl... The reactants are CC(=O)O, CC(=O)[O-], CCO, COc1c(CC=O)cc(F)cc1-c1cnc(-c2ccc(OC(C)C)c(Cl)c2)s1, COC(=O)C1CNC1, [Na+]. Product: COC(=O)C1CN(CCc2cc(F)cc(-c3cnc(-c4ccc(OC(C)C)c(Cl)c4)s3)c2OC)C1. Reaction SMILES: [CH3:29][C:30](=[O:31])[OH:32].[CH3:34][C:35](=[O:36])[O-:37].[CH3:46][CH2:47][OH:48].[Cl:1][c:2]1[cH:3][c:4](-[c:12]2[s:13][c:14](-[c:17]3[c:18]([O:27][CH3:28])[c:19]([CH2:24][CH:25]=[O:26])[cH:20][c:21]([F:23])[cH:22]3)[cH:15][n:16]2)[cH:5][cH:6][c:7]1[O:8][CH:9]([CH3:10])[CH3:11].[NH:38]1[CH2:39][CH:40]([C:42](=[O:43])[O:44][CH3:45])[CH2:41]1.[Na+:33]>>[Cl:1][c:2]1[cH:3][c:4](-[c:12]2[s:13][c:14](-[c:17]3[c:18]([O:27][CH3:28])[c:19]([CH2:24][CH2:25][N:38]4[CH2:39][CH:40]([C:42](=[O:43])[O:44][CH3:45])[CH2:41]4)[cH:20][c:21]([F:23])[cH:22]3)[cH:15][n:16]2)[cH:5][cH:6][c:7]1[O:8][CH:9]([CH3:10])[CH3:11].